Dataset: the Open Reaction Database (ORD), a public repository of structured organic reaction records. Task: describe an organic reaction: reactants, conditions, products, and yield Reactants: FC1=CC=C(C=C1)C1=C(C(=CC=C1)C(C)C)OCCO (2-[4'-fluoro-3-(1-methylethyl)[1,1'-biphenyl]-2-yloxy]ethanol), COC(C(=O)C1=CC=C(C=C1)O)=O (4-hydroxyphenylglyoxylic acid methyl ester), N(=NC(=O)OCC)C(=O)OCC (diethyl azodicarboxylate), C1(=CC=CC=C1)P(C1=CC=CC=C1)C1=CC=CC=C1 (triphenylphosphine). The solvent is O1CCCC1 (tetrahydrofuran). Yields the product COC(C(C1=CC=C(C=C1)OCCOC1=C(C=CC=C1C(C)C)C1=CC=C(C=C1)F)=O)=O (4-[2-[4'-fluoro-3-(1-methylethyl)[1,1'-biphenyl]-2-yloxy]ethoxy]-alpha-oxobenzeneacetic acid methyl ester). Yield: 48.0%. RXN SMILES: [F:1][C:2]1[CH:7]=[CH:6][C:5]([C:8]2[CH:13]=[CH:12][CH:11]=[C:10]([CH:14]([CH3:16])[CH3:15])[C:9]=2[O:17][CH2:18][CH2:19][OH:20])=[CH:4][CH:3]=1.[CH3:21][O:22][C:23](=[O:33])[C:24]([C:26]1[CH:31]=[CH:30][C:29](O)=[CH:28][CH:27]=1)=[O:25].N(C(OCC)=O)=NC(OCC)=O.C1(P(C2C=CC=CC=2)C2C=CC=CC=2)C=CC=CC=1>O1CCCC1>[CH3:21][O:22][C:23](=[O:33])[C:24](=[O:25])[C:26]1[CH:27]=[CH:28][C:29]([O:20][CH2:19][CH2:18][O:17][C:9]2[C:10]([CH:14]([CH3:15])[CH3:16])=[CH:11][CH:12]=[CH:13][C:8]=2[C:5]2[CH:4]=[CH:3][C:2]([F:1])=[CH:7][CH:6]=2)=[CH:30][CH:31]=1. Procedure: As in Example 15, (2-[4'-fluoro-3-(1-methylethyl)[1,1'-biphenyl]-2-yloxy]ethanol (0.393 g) was treated with 4-hydroxyphenylglyoxylic acid methyl ester (0.258 g) in the presence of diethyl azodicarboxylate (0.298 g) and triphenylphosphine (0.449 g) in tetrahydrofuran (25 mL). The usual work up afforded 0.6 g of crude product which was purified by flash chromatography over silica gel (60 g; ethyl acetate-hexane; 3:7) to furnish 0.3 g of 4-[2-[4'-fluoro-3-(1-methylethyl)[1,1'-biphenyl]-2-yloxy]etho... Reactants: C(C)OC(CN(C1CC1)C(CCCC1=C2CCCNC2=NC=C1)=O)=O (4-(1,2,3,4-Tetrahydro-1,8-naphthyridin-5-yl)butanoyl-N-(cyclo-propyl)glycine ethyl ester), [OH-].[Na+] (NaOH). Procedure details: A solution of ester 23-5 (200 mg, 0.5774 mmole), 1N NaOH (600 μl, 0.600 mmole) and CH3OH was stirred at ambient temperature for 1.5 h. The solution was concentrated. The residue was dissolved in 1N HCl (600 μl) and then the solution was concentrated. The residue was dissolved in CHCl3, filtered and concentrated to give the carboxylic acid 23-6 (110 mg) as a white solid. Isolated yield 60.0%. Yields the product N1CCCC2=C(C=CN=C12)CCCC(=O)N(CC(=O)O)C1CC1 (4-(1,2,3,4-Tetrahydro-1,8-napthyridin-5-yl)butanoyl-N-(cyclo-propyl)glycine). RXN SMILES: C([O:3][C:4](=[O:25])[CH2:5][N:6]([C:10](=[O:24])[CH2:11][CH2:12][CH2:13][C:14]1[CH:23]=[CH:22][N:21]=[C:20]2[C:15]=1[CH2:16][CH2:17][CH2:18][NH:19]2)[CH:7]1[CH2:9][CH2:8]1)C.[OH-].[Na+]>CO>[NH:19]1[C:20]2[C:15](=[C:14]([CH2:13][CH2:12][CH2:11][C:10]([N:6]([CH:7]3[CH2:8][CH2:9]3)[CH2:5][C:4]([OH:25])=[O:3])=[O:24])[CH:23]=[CH:22][N:21]=2)[CH2:16][CH2:17][CH2:18]1 |f:1.2|. The solvent is CO (CH3OH). Starting materials: COC(C1=CC=C(C=C1)O)=O (p-Hydroxybenzoic methyl ester), N(CC(=O)O)C(=O)OCC1=CC=CC=C1 (Z-Gly). The product is COC(=O)C1=CC=C(C=C1)OC(CNC(=O)OCC1=CC=CC=C1)=O (N-benzyloxycarbonyl glycine p-methoxycarbonylphenyl ester). The yield is 70.0%. Reaction SMILES: [CH3:1][O:2][C:3](=[O:11])[C:4]1[CH:9]=[CH:8][C:7]([OH:10])=[CH:6][CH:5]=1.[NH:12]([C:17]([O:19][CH2:20][C:21]1[CH:26]=[CH:25][CH:24]=[CH:23][CH:22]=1)=[O:18])[CH2:13][C:14](O)=[O:15]>>[CH3:1][O:2][C:3]([C:4]1[CH:9]=[CH:8][C:7]([O:10][C:14](=[O:15])[CH2:13][NH:12][C:17]([O:19][CH2:20][C:21]2[CH:22]=[CH:23][CH:24]=[CH:25][CH:26]=2)=[O:18])=[CH:6][CH:5]=1)=[O:11]. Procedure details: p-Hydroxybenzoic methyl ester and Z-Gly.OH were treated in the same manner as in Example 78 to obtain N-benzyloxycarbonyl glycine p-methoxycarbonylphenyl ester (hereinafter represented by ##STR11## COOCH3 ") in a yield of 70%. Reactants: COC(C1=CC(=C(C=C1)NC(C(C1CCCCC1)C=1N(N=C2CCCCC12)C1=CC=C(C=C1)Cl)=O)Cl)=O ([rac]-3-chloro-4-{2-[2-(4-chloro-phenyl)-4,5,6,7-tetrahydro-2H-indazol-3-yl]-2-cyclohexyl-acetylamino}-benzoic acid methyl ester), [OH-].[Li+] (lithium hydroxide). Run in C1CCOC1 (THF). Product: ClC=1C=C(C(=O)O)C=CC1NC(C(C1CCCCC1)C=1N(N=C2CCCCC12)C1=CC=C(C=C1)Cl)=O ([rac]-3-Chloro-4-{2-[2-(4-chloro-phenyl)-4,5,6,7-tetrahydro-2H-indazol-3-yl]-2-cyclohexyl-acetylamino}-benzoic acid). RXN SMILES: C[O:2][C:3](=[O:37])[C:4]1[CH:9]=[CH:8][C:7]([NH:10][C:11](=[O:35])[CH:12]([C:19]2[N:20]([C:28]3[CH:33]=[CH:32][C:31]([Cl:34])=[CH:30][CH:29]=3)[N:21]=[C:22]3[C:27]=2[CH2:26][CH2:25][CH2:24][CH2:23]3)[CH:13]2[CH2:18][CH2:17][CH2:16][CH2:15][CH2:14]2)=[C:6]([Cl:36])[CH:5]=1.[OH-].[Li+]>C1COCC1>[Cl:36][C:6]1[CH:5]=[C:4]([CH:9]=[CH:8][C:7]=1[NH:10][C:11](=[O:35])[CH:12]([C:19]1[N:20]([C:28]2[CH:29]=[CH:30][C:31]([Cl:34])=[CH:32][CH:33]=2)[N:21]=[C:22]2[C:27]=1[CH2:26][CH2:25][CH2:24][CH2:23]2)[CH:13]1[CH2:18][CH2:17][CH2:16][CH2:15][CH2:14]1)[C:3]([OH:37])=[O:2] |f:1.2|. Procedure details: In analogy to the procedure described in example 60.2, [rac]-3-chloro-4-{2-[2-(4-chloro-phenyl)-4,5,6,7-tetrahydro-2H-indazol-3-yl]-2-cyclohexyl-acetylamino}-benzoic acid methyl ester was treated with aqueous lithium hydroxide solution in THF to give the title compound as off-white solid. MS: m/e=526.0 [M+H+]. RXN SMILES: C([NH:8]C1C=C(C=C(S(Cl)(=O)=O)C=1C1C=CC=CC=1)C(O)=O)C1C=CC=CC=1.Cl[S:29]([C:32]1[C:33]([C:46]2[CH:51]=[CH:50][CH:49]=[CH:48][CH:47]=2)=[C:34]([S:41][CH2:42][CH:43]=[CH:44][CH3:45])[CH:35]=[C:36]([CH:40]=1)[C:37]([OH:39])=[O:38])(=[O:31])=[O:30]>>[CH2:42]([S:41][C:34]1[CH:35]=[C:36]([CH:40]=[C:32]([S:29](=[O:31])(=[O:30])[NH2:8])[C:33]=1[C:46]1[CH:51]=[CH:50][CH:49]=[CH:48][CH:47]=1)[C:37]([OH:39])=[O:38])[CH:43]=[CH:44][CH3:45]. Reported procedure: By replacing in Example 1, step G, 3-benzylamino-5-chlorosulfonyl-4-phenylbenzoic acid with 5-chlorosulfonyl-3-crotylthio-4-phenylbenzoic acid, and following the procedure described, 3-crotylthio-4-phenyl-5-sulfamylbenzoic acid is obtained crystallizing with 0.5 mole of ethanol with a melting point of 89°-91° C. Reactants: C(C1=CC=CC=C1)NC=1C=C(C(=O)O)C=C(C1C1=CC=CC=C1)S(=O)(=O)Cl (3-benzylamino-5-chlorosulfonyl-4-phenylbenzoic acid), ClS(=O)(=O)C=1C(=C(C=C(C(=O)O)C1)SCC=CC)C1=CC=CC=C1 (5-chlorosulfonyl-3-crotylthio-4-phenylbenzoic acid). The product is C(C=CC)SC=1C=C(C(=O)O)C=C(C1C1=CC=CC=C1)S(N)(=O)=O (3-crotylthio-4-phenyl-5-sulfamylbenzoic acid). Reported procedure: The procedure in Example 17(1) was followed, except that 6.00 g of 3-[4-(4-methoxyphenoxy)benzoyl]acrylic acid were used in place of 3-[4-(4-methylphenoxy)benzoyl]acrylic acid, to give 5.06 g of ethyl 3-[4-(4-methoxyphenoxy)benzoyl]-acrylate in the form of an oil. The product is COC1=CC=C(OC2=CC=C(C(=O)C=CC(=O)OCC)C=C2)C=C1 (ethyl 3-[4-(4-methoxyphenoxy)benzoyl]-acrylate). Reactants: COC1=CC=C(OC2=CC=C(C(=O)C=CC(=O)O)C=C2)C=C1 (3-[4-(4-methoxyphenoxy)benzoyl]acrylic acid), CC1=CC=C(OC2=CC=C(C(=O)C=CC(=O)O)C=C2)C=C1 (3-[4-(4-methylphenoxy)benzoyl]acrylic acid). As a reaction SMILES: [CH3:1][O:2][C:3]1[CH:22]=[CH:21][C:6]([O:7][C:8]2[CH:20]=[CH:19][C:11]([C:12]([CH:14]=[CH:15][C:16]([OH:18])=[O:17])=[O:13])=[CH:10][CH:9]=2)=[CH:5][CH:4]=1.[CH3:23][C:24]1C=CC(OC2C=CC(C(C=CC(O)=O)=O)=CC=2)=CC=1>>[CH3:1][O:2][C:3]1[CH:22]=[CH:21][C:6]([O:7][C:8]2[CH:20]=[CH:19][C:11]([C:12]([CH:14]=[CH:15][C:16]([O:18][CH2:23][CH3:24])=[O:17])=[O:13])=[CH:10][CH:9]=2)=[CH:5][CH:4]=1. The reactants are S(=O)(=O)(C1=CC=C(C)C=C1)N=C=O (TosNCO), CN(C1=CC(=CC=2N1N=C(N2)N)C=2C=NC=CC2)C2CCN(CC2)C (N5-methyl-N5-(1-methyl-piperidin-4-yl)-7-pyridin-3-yl-[1,2,4]triazolo[1,5-a]pyridine-2,5-diamine), C(C)N (ethylamine), solution. Run in CN(C)C=O (DMF), C1CCOC1 (THF). Reaction conditions: time 24 hour. Yields the product C(C)NC(=O)NC1=NN2C(C=C(C=C2N(C2CCN(CC2)C)C)C=2C=NC=CC2)=N1 (1-ethyl-3-(5-[methyl-(1-methyl-piperidin-4-yl)-amino]-7-pyridin-3-yl-[1,2,4]triazolo[1,5-a]pyridin-2-yl]-urea). As a reaction SMILES: S([N:11]=[C:12]=[O:13])(C1C=CC(C)=CC=1)(=O)=O.[CH3:14][N:15]([CH:32]1[CH2:37][CH2:36][N:35]([CH3:38])[CH2:34][CH2:33]1)[C:16]1[N:21]2[N:22]=[C:23]([NH2:25])[N:24]=[C:20]2[CH:19]=[C:18]([C:26]2[CH:27]=[N:28][CH:29]=[CH:30][CH:31]=2)[CH:17]=1.[CH2:39](N)[CH3:40]>CN(C=O)C.C1COCC1>[CH2:39]([NH:11][C:12]([NH:25][C:23]1[N:24]=[C:20]2[CH:19]=[C:18]([C:26]3[CH:27]=[N:28][CH:29]=[CH:30][CH:31]=3)[CH:17]=[C:16]([N:15]([CH3:14])[CH:32]3[CH2:37][CH2:36][N:35]([CH3:38])[CH2:34][CH2:33]3)[N:21]2[N:22]=1)=[O:13])[CH3:40]. Procedure: TosNCO (0.38 g, 1.93 mmol) was added to a solution of the product of Step 1 (0.26 g, 0.77 mmol) in DMF (2.5 mL). After stirring at room temperature for 24 h, ethylamine (3.5 mL of a 2 M solution in THF, 7 mmol) was added to the homogeneous solution, from which a solid precipitated immediately. The mixture was microwaved at 120° C. for 10 min. After cooling to 5° C. for 1 h, a precipitate was collected by filtration, washed with a small volume of MeOH and dried in vacuo at 60° C. to yield 1-ethyl... The reactants are CC(=O)N1CCc2cc(NC(=O)OCC(Cl)(Cl)Cl)ccc21, CS(C)=O, CCN(C(C)C)C(C)C, O, c1ccc(-c2csc(N3CCNCC3)n2)cc1. Yields the product CC(=O)N1CCc2cc(NC(=O)N3CCN(c4nc(-c5ccccc5)cs4)CC3)ccc21. Reaction SMILES: [C:1]([CH3:2])(=[O:3])[N:4]1[CH2:5][CH2:6][c:7]2[cH:8][c:9]([NH:13][C:14]([O:15][CH2:16][C:17]([Cl:18])([Cl:19])[Cl:20])=[O:21])[cH:10][cH:11][c:12]21.[CH3:48][S:49]([CH3:50])=[O:51].[CH:39]([N:40]([CH:41]([CH3:42])[CH3:43])[CH2:44][CH3:45])([CH3:46])[CH3:47].[OH2:52].[c:22]1(-[c:28]2[n:29][c:30]([N:33]3[CH2:34][CH2:35][NH:36][CH2:37][CH2:38]3)[s:31][cH:32]2)[cH:23][cH:24][cH:25][cH:26][cH:27]1>>[C:1]([CH3:2])(=[O:3])[N:4]1[CH2:5][CH2:6][c:7]2[cH:8][c:9]([NH:13][C:14](=[O:21])[N:36]3[CH2:35][CH2:34][N:33]([c:30]4[n:29][c:28](-[c:22]5[cH:23][cH:24][cH:25][cH:26][cH:27]5)[cH:32][s:31]4)[CH2:38][CH2:37]3)[cH:10][cH:11][c:12]21.